describe an organic reaction: reactants, conditions, products, and yield From a dataset of the Open Reaction Database (ORD), a public repository of structured organic reaction records. Reactants: C1(CCCC1)C(=O)OCC (ethyl cyclopentanecarboxylate), C(C)#N (acetonitrile), [H-].[Na+] (NaH). The solvent is C1CCOC1 (THF), C1CCOC1 (THF). Yields the product C1(CCCC1)C(CC#N)=O (3-cyclopentyl-3-oxopropanenitrile). Isolated yield 90.0%. Reaction SMILES: [CH:1]1([C:6]([O:8]CC)=O)[CH2:5][CH2:4][CH2:3][CH2:2]1.[C:11](#[N:13])[CH3:12].[H-].[Na+]>C1COCC1>[CH:1]1([C:6](=[O:8])[CH2:12][C:11]#[N:13])[CH2:2][CH2:3][CH2:4][CH2:5]1 |f:2.3|. Procedure details: A solution of ethyl cyclopentanecarboxylate (prepared by esterification of commercially available cyclopentantecarboxylic acid, 30 g, 0.21 mol) and acetonitrile (10.1 g, 0.25 mol) in dry THF (80 mL) was added dropwise to a suspension of NaH (12.5 g, 0.31 mol) in dry THF (80 mL) and the resulting mixture was refluxed overnight. The reaction mixture was concentrated under reduced pressure and partitioned between water and EtOAc. The aqueous layer was separated, adjusted to pH 8 and extracted with ... Starting materials: N1CCC(C(=O)OCC)CC1 (ethyl isonipecotate), C=1(C(=CC=CC1)Br)C (o-tolyl bromide), aryl halide, N1CCSCC1 (thiomorpholine), secondary amine. The product is C1(=C(C=CC=C1)N1CCC(CC1)C(=O)N1CCSCC1)C ((1-o-Tolyl-piperidin-4-yl)-thiomorpholin-4-yl-methanone). Reaction SMILES: [NH:1]1[CH2:11][CH2:10][CH:4]([C:5]([O:7]CC)=O)[CH2:3][CH2:2]1.[C:12]1([CH3:19])[C:13](Br)=[CH:14][CH:15]=[CH:16][CH:17]=1.[NH:20]1[CH2:25][CH2:24][S:23][CH2:22][CH2:21]1>>[C:12]1([CH3:19])[CH:13]=[CH:14][CH:15]=[CH:16][C:17]=1[N:1]1[CH2:2][CH2:3][CH:4]([C:5]([N:20]2[CH2:25][CH2:24][S:23][CH2:22][CH2:21]2)=[O:7])[CH2:10][CH2:11]1. Procedure details: The title compound was prepared from commercially available ethyl isonipecotate, o-tolyl bromide as the aryl halide, and thiomorpholine as the secondary amine utilizing general procedures A and B described above. 1H NMR (300 MHz, CDCl3) δ 7.19-7.13 (m, 2H), 7.00-6.95 (m, 2H), 3.95 (m, 2H), 3.82 (m, 2H), 3.21 (m, 1H), 3.17 (m, 1H), 2.71-2.54 (m, 7H), 2.30 (s, 3H), 2.09 (dd, J=3.6, 13.1 Hz, 1H), 2.00 (dd, J=3.6, 12.0 Hz, 1H), 1.79 (m, 1H), 1.75 (m, 1H). ESI MS: 305.3 (MH+). RXN SMILES: [CH2:1]([CH2:2][CH2:3][CH3:4])[O:5][C:6](=[O:7])[N:8]1[CH:9]([CH2:23][CH2:24][CH2:25][n:26]2[cH:27][cH:28][cH:29][cH:30]2)[CH2:10][CH:11]([S:13][CH2:14][c:15]2[cH:16][cH:17][c:18]([O:19][CH3:20])[cH:21][cH:22]2)[CH2:12]1.[CH2:31]([SiH:32]([CH2:33][CH3:34])[CH2:35][CH3:36])[CH3:37].[F:38][C:39]([F:40])([F:41])[C:42]([OH:43])=[O:44]>>[CH2:1]([CH2:2][CH2:3][CH3:4])[O:5][C:6](=[O:7])[N:8]1[CH:9]([CH2:23][CH2:24][CH2:25][n:26]2[cH:27][cH:28][cH:29][cH:30]2)[CH2:10][CH:11]([SH:13])[CH2:12]1. Reactants: CCCCOC(=O)N1CC(SCc2ccc(OC)cc2)CC1CCCn1cccc1, CC[SiH](CC)CC, O=C(O)C(F)(F)F. Yields the product CCCCOC(=O)N1CC(S)CC1CCCn1cccc1. The reactants are ClC=1C=C(C=O)C=CC1Cl (3,4-Dichlorobenzaldehyde), [C-]#N.[K+] (potassium cyanide), C([O-])([O-])=O.[NH4+].[NH4+] (ammonium carbonate), C(C)O (ethanol). Run in O (water). Run at temperature 62.5 celsius, time 1 hour. Yields the product ClC=1C=C(C=CC1Cl)C1C(NC(N1)=O)=O (5-(3,4-dichlorophenyl)-imidazolidine-2,4-dione). As a reaction SMILES: [Cl:1][C:2]1[CH:3]=[C:4]([CH:7]=[CH:8][C:9]=1[Cl:10])[CH:5]=O.[C-]#N.[K+].[C:14](=[O:17])([O-])[O-].[NH4+:18].[NH4+:19].[CH2:20]([OH:22])C>O>[Cl:1][C:2]1[CH:3]=[C:4]([CH:5]2[NH:19][C:20](=[O:22])[NH:18][C:14]2=[O:17])[CH:7]=[CH:8][C:9]=1[Cl:10] |f:1.2,3.4.5|. Reported procedure: 3,4-Dichlorobenzaldehyde (500 g), potassium cyanide (279 g), and ammonium carbonate (824 g) were dissolved in a solvent mixture of ethanol (1.25 L) and water (1.25 L), followed by stirring at an internal temperature of 60 to 65° C. for 1 hour. The reaction mixture was left to cool to room temperature, and ethanol was evaporated under reduced pressure. Water was added to the residue, followed by filtration and drying, to thereby give the title compound (900 g). The title compound was used in the ... Starting materials: ClCCl, Cc1cc(-c2noc(C(F)(F)F)n2)cc(C)c1O, CCOC(=O)N=NC(=O)OCC, OCCCCc1cccnc1, c1ccc(P(c2ccccc2)c2ccccc2)cc1. The product is Cc1cc(-c2noc(C(F)(F)F)n2)cc(C)c1OCCCCc1cccnc1. Reaction SMILES: [CH2:61]([Cl:62])[Cl:63].[F:1][C:2]([c:3]1[n:4][c:5](-[c:8]2[cH:9][c:10]([CH3:16])[c:11]([OH:15])[c:12]([CH3:14])[cH:13]2)[n:6][o:7]1)([F:17])[F:18].[O:49]=[C:50]([O:51][CH2:52][CH3:53])[N:54]=[N:55][C:56]([O:57][CH2:58][CH3:59])=[O:60].[OH:19][CH2:20][CH2:21][CH2:22][CH2:23][c:24]1[cH:25][n:26][cH:27][cH:28][cH:29]1.[c:30]1([P:31]([c:32]2[cH:33][cH:34][cH:35][cH:36][cH:37]2)[c:38]2[cH:39][cH:40][cH:41][cH:42][cH:43]2)[cH:44][cH:45][cH:46][cH:47][cH:48]1>>[F:1][C:2]([c:3]1[n:4][c:5](-[c:8]2[cH:9][c:10]([CH3:16])[c:11]([O:15][CH2:20][CH2:21][CH2:22][CH2:23][c:24]3[cH:25][n:26][cH:27][cH:28][cH:29]3)[c:12]([CH3:14])[cH:13]2)[n:6][o:7]1)([F:17])[F:18].